This data is from the Open Reaction Database (ORD), a public repository of structured organic reaction records. The task is: describe an organic reaction: reactants, conditions, products, and yield Starting materials: O=C([O-])[O-], COc1cc2c(Oc3ccc4[nH]c(C)cc4c3)ncnc2cc1OCCCl, Cl, [I-], [K+], [K+], [K+], C1OC2CNCC2O1, CN(C)C=O. Yields the product COc1cc2c(Oc3ccc4[nH]c(C)cc4c3)ncnc2cc1OCCN1CC2OCOC2C1. RXN SMILES: [C:37](=[O:38])([O-:39])[O-:40].[Cl:1][CH2:2][CH2:3][O:4][c:5]1[c:6]([O:26][CH3:27])[cH:7][c:8]2[c:9]([O:15][c:16]3[cH:17][c:18]4[cH:19][c:20]([CH3:25])[nH:21][c:22]4[cH:23][cH:24]3)[n:10][cH:11][n:12][c:13]2[cH:14]1.[ClH:28].[I-:44].[K+:41].[K+:42].[K+:43].[O:29]1[CH2:30][O:31][CH:32]2[CH:33]1[CH2:34][NH:35][CH2:36]2.[O:45]=[CH:46][N:47]([CH3:48])[CH3:49]>>[CH2:2]([CH2:3][O:4][c:5]1[c:6]([O:26][CH3:27])[cH:7][c:8]2[c:9]([O:15][c:16]3[cH:17][c:18]4[cH:19][c:20]([CH3:25])[nH:21][c:22]4[cH:23][cH:24]3)[n:10][cH:11][n:12][c:13]2[cH:14]1)[N:35]1[CH2:34][CH:33]2[O:29][CH2:30][O:31][CH:32]2[CH2:36]1. The reactants are [OH-].[Na+] (NaOH), COC(=O)C1CCN(CC1)CC=1C=CN2N=CN=C(C21)NC=2C=C1C=NN(C1=CC2)CC2=CC(=CC=C2)F (1-{4-[1-(3-fluoro-benzyl)-1H-indazol-5-ylamino]-pyrrolo[2,1-f][1,2,4]triazin-5-ylmethyl}-piperidine-4-carboxylic acid methyl ester), Cl (HCl). The solvent is CO (MeOH), C1CCOC1 (THF). Conditions: temperature 0 celsius, time 1 hour. The product is FC=1C=C(CN2N=CC3=CC(=CC=C23)NC2=NC=NN3C2=C(C=C3)CN3CCC(CC3)C(=O)O)C=CC1 (1-{4-[1-(3-fluoro-benzyl)-1H-indazol-5-ylamino]-pyrrolo[2,1-f][1,2,4]triazin-5-ylmethyl}-piperidine-4-carboxylic acid). Reaction SMILES: [OH-].[Na+].C[O:4][C:5]([CH:7]1[CH2:12][CH2:11][N:10]([CH2:13][C:14]2[CH:15]=[CH:16][N:17]3[C:22]=2[C:21]([NH:23][C:24]2[CH:25]=[C:26]4[C:30](=[CH:31][CH:32]=2)[N:29]([CH2:33][C:34]2[CH:39]=[CH:38][CH:37]=[C:36]([F:40])[CH:35]=2)[N:28]=[CH:27]4)=[N:20][CH:19]=[N:18]3)[CH2:9][CH2:8]1)=[O:6].Cl>CO.C1COCC1>[F:40][C:36]1[CH:35]=[C:34]([CH:39]=[CH:38][CH:37]=1)[CH2:33][N:29]1[C:30]2[C:26](=[CH:25][C:24]([NH:23][C:21]3[C:22]4=[C:14]([CH2:13][N:10]5[CH2:9][CH2:8][CH:7]([C:5]([OH:6])=[O:4])[CH2:12][CH2:11]5)[CH:15]=[CH:16][N:17]4[N:18]=[CH:19][N:20]=3)=[CH:32][CH:31]=2)[CH:27]=[N:28]1 |f:0.1|. Reported procedure: Aqueous NaOH (2.1 mL, 1.0 N) was added to a solution of 1-{4-[1-(3-fluoro-benzyl)-1H-indazol-5-ylamino]-pyrrolo[2,1-f][1,2,4]triazin-5-ylmethyl}-piperidine-4-carboxylic acid methyl ester (352 mg, 0.686 mmole) in a mixture of MeOH (0.2 ml) and THF (0.2 ml) at 0° C. After stirring at 0° C. for 1 hour, the reaction mixture was allowed to warm to RT and left stirring overnight. Aqueous HCl (2.1 ml, 1.0 N) was added dropwise and the reaction was extracted with DCM. The organic extracts were dried (Na... Reactants: C(C)(C)(C)OC(=O)N1CCC(CC1)(C(=O)O)F (1-(tert-butoxycarbonyl)-4-fluoropiperidine-4-carboxylic acid), C1(CCCCC1)N (cyclohexylamine), C(C)(C)(C)OC(=O)N1CCC(CC1)C(NC1CCCCC1)=O (4-Cyclohexylcarbamoyl-piperidine-1-carboxylic acid tert-butyl ester). Yields the product C1(CCCCC1)NC(=O)C1(CCNCC1)F (4-Fluoro-piperidine-4-carboxylic acid cyclohexylamide). RXN SMILES: C(OC([N:8]1[CH2:13][CH2:12][C:11]([F:17])([C:14]([OH:16])=O)[CH2:10][CH2:9]1)=O)(C)(C)C.[CH:18]1([NH2:24])[CH2:23][CH2:22][CH2:21][CH2:20][CH2:19]1.C(OC(N1CCC(C(=O)NC2CCCCC2)CC1)=O)(C)(C)C>>[CH:18]1([NH:24][C:14]([C:11]2([F:17])[CH2:10][CH2:9][NH:8][CH2:13][CH2:12]2)=[O:16])[CH2:23][CH2:22][CH2:21][CH2:20][CH2:19]1. Reported procedure: The title compound is prepared according to the reaction sequence 3.01a-2.01b described above using 1-(tert-butoxycarbonyl)-4-fluoropiperidine-4-carboxylic acid instead of 1-(tert-butoxycarbonyl)-piperidine-4-carboxylic acid and cyclohexylamine as in 3.01a: LC-MS A: tR=0.49 min; [M+H]+=229.25.